This data is from the Open Reaction Database (ORD), a public repository of structured organic reaction records. The task is: describe an organic reaction: reactants, conditions, products, and yield RXN SMILES: [OH:1][C:2]1[CH:7]=[CH:6][C:5]([C:8](=[O:10])[CH3:9])=[CH:4][CH:3]=1.C(=O)([O-])[O-].[K+].[K+].Cl[C:18]1[N:23]=[C:22]([N:24]2[CH2:29][CH2:28][O:27][CH2:26][CH2:25]2)[N:21]=[C:20]([N:30]2[C:34]3[CH:35]=[CH:36][CH:37]=[CH:38][C:33]=3[N:32]=[C:31]2[CH:39]([F:41])[F:40])[N:19]=1.O>CN(C)C=O.C(Cl)(Cl)Cl>[F:41][CH:39]([F:40])[C:31]1[N:30]([C:20]2[N:21]=[C:22]([N:24]3[CH2:25][CH2:26][O:27][CH2:28][CH2:29]3)[N:23]=[C:18]([O:1][C:2]3[CH:7]=[CH:6][C:5]([C:8](=[O:10])[CH3:9])=[CH:4][CH:3]=3)[N:19]=2)[C:34]2[CH:35]=[CH:36][CH:37]=[CH:38][C:33]=2[N:32]=1 |f:1.2.3|. Run at temperature 80 celsius, time 8 hour. Reactants: OC1=CC=C(C=C1)C(C)=O (1-(4-hydroxyphenyl)ethanone), C([O-])([O-])=O.[K+].[K+] (potassium carbonate), O (water), ClC1=NC(=NC(=N1)N1CCOCC1)N1C(=NC2=C1C=CC=C2)C(F)F (1-[4-chloro-6-(morpholin-4-yl)-1,3,5-triazin-2-yl]-2-(difluoromethyl)-1H-benzimidazole). Product: FC(C1=NC2=C(N1C1=NC(=NC(=N1)N1CCOCC1)OC1=CC=C(C=C1)C(C)=O)C=CC=C2)F (1-[4-({4-[2-(difluoromethyl)-1H-benzimidazol-1-yl]-6-(morpholin-4-yl)-1,3,5-triazin-2-yl}oxy)phenyl]ethanone). Run in CN(C=O)C (N,N-dimethylformamide), C(Cl)(Cl)Cl (chloroform), CN(C=O)C (N,N-dimethylformamide). The yield is 12.0%. Procedure details: To a solution of 1-(4-hydroxyphenyl)ethanone (5.4 mg) in N,N-dimethylformamide (200 μL) were added potassium carbonate (6.9 mg) and a solution of 1-[4-chloro-6-(morpholin-4-yl)-1,3,5-triazin-2-yl]-2-(difluoromethyl)-1H-benzimidazole (9.2 mg) in N,N-dimethylformamide (300 μL), followed by stirring at 80° C. overnight. To the reaction solution were added water and chloroform at room temperature, followed by liquid-liquid phase separation, and the organic layer was evaporated under reduced pressure... Starting materials: C(C)(C)(C)OC(=O)NC1C(NCCSC1)=O (6-t-Butoxycarbonylamino-perhydro-1,4-thiazepin-5-one), ICC(=O)OC (methyl iodoacetate), [H-].[Na+] (Sodium hydride). Run in C1CCOC1 (THF). Reaction conditions: time 1 hour. The product is C(C)(C)(C)OC(=O)NC1C(N(CCSC1)CC(=O)OC)=O (6-t-Butoxycarbonylamino-4-N-(carbomethoxymethyl)-perhydro-1,4-thiazepin-5-one). The yield is 69.6%. RXN SMILES: [C:1]([O:5][C:6]([NH:8][CH:9]1[CH2:15][S:14][CH2:13][CH2:12][NH:11][C:10]1=[O:16])=[O:7])([CH3:4])([CH3:3])[CH3:2].I[CH2:18][C:19]([O:21][CH3:22])=[O:20].[H-].[Na+]>C1COCC1>[C:1]([O:5][C:6]([NH:8][CH:9]1[CH2:15][S:14][CH2:13][CH2:12][N:11]([CH2:18][C:19]([O:21][CH3:22])=[O:20])[C:10]1=[O:16])=[O:7])([CH3:4])([CH3:2])[CH3:3] |f:2.3|. Reported procedure: 6-t-Butoxycarbonylamino-perhydro-1,4-thiazepin-5-one (0.1 g) and methyl iodoacetate (0.1 g) are dissolved in 1 ml of THF. Sodium hydride (50% suspension in oil) is added in batches. After one hour at room temperature, the reaction is quenched with 2 ml of 10% ammonium chloride solution. The crude product is extracted into methylene chloride, and subsequently chromatographed on silica gel (40:1 chloroform-methanol) to yield the pure product (0.09 g). The NMR spectrum is consistent with the assign...